This data is from the Open Reaction Database (ORD), a public repository of structured organic reaction records. The task is: describe an organic reaction: reactants, conditions, products, and yield Reactants: C1OC=2C=C(CCN)C=CC2O1 (3,4-methylenedioxyphenethylamine), ClC=1C2=C(N=C(N1)C1=NC=CN=C1)SC(=C2)CC (4-chloro-2-(pyrazin-2-yl)-6-ethyl-thieno-[2,3-d]-pyrimidine). Yields the product N1=C(C=NC=C1)C=1N=C(C2=C(N1)SC(=C2)CC)NCCC2=CC1=C(C=C2)OCO1 (2-(pyrazin-2-yl)-4-(3,4-methylenedioxyphenethylamino)-6-ethyl-thieno-[2,3-d]-pyrimidine). Reaction SMILES: [CH2:1]1[O:12][C:11]2[CH:10]=[CH:9][C:5]([CH2:6][CH2:7][NH2:8])=[CH:4][C:3]=2[O:2]1.Cl[C:14]1[C:15]2[CH:28]=[C:27]([CH2:29][CH3:30])[S:26][C:16]=2[N:17]=[C:18]([C:20]2[CH:25]=[N:24][CH:23]=[CH:22][N:21]=2)[N:19]=1>>[N:21]1[CH:22]=[CH:23][N:24]=[CH:25][C:20]=1[C:18]1[N:19]=[C:14]([NH:8][CH2:7][CH2:6][C:5]2[CH:9]=[CH:10][C:11]3[O:12][CH2:1][O:2][C:3]=3[CH:4]=2)[C:15]2[CH:28]=[C:27]([CH2:29][CH3:30])[S:26][C:16]=2[N:17]=1. Procedure: With the procedure of Example 1, the reaction of 3,4-methylenedioxyphenethylamine with 4-chloro-2-(pyrazin-2-yl)-6-ethyl-thieno-[2,3-d]-pyrimidine yields 2-(pyrazin-2-yl)-4-(3,4-methylenedioxyphenethylamino)-6-ethyl-thieno-[2,3-d]-pyrimidine. Reactants: O (water), FC(C(F)F)C1CCC2(OCCO2)CC1 (8-(1,2,2-trifluoroethyl)-1,4-dioxaspiro[4.5]decane), C([O-])([O-])=O.[K+].[K+] (potassium carbonate). The solvent is C(=O)O (formic acid). The product is FC(C(F)F)C1CCC(CC1)=O (4-(1,2,2-trifluoroethyl)cyclohexanone). As a reaction SMILES: [F:1][CH:2]([CH:6]1[CH2:15][CH2:14][C:9]2(OCC[O:10]2)[CH2:8][CH2:7]1)[CH:3]([F:5])[F:4].O.C(=O)([O-])[O-].[K+].[K+]>C(O)=O>[F:1][CH:2]([CH:6]1[CH2:15][CH2:14][C:9](=[O:10])[CH2:8][CH2:7]1)[CH:3]([F:4])[F:5] |f:2.3.4|. Procedure: At 20 to 25° C., 6.2 g of 8-(1,2,2-trifluoroethyl)-1,4-dioxaspiro[4.5]decane were stirred in 40 ml of formic acid for 16 h. The reaction solution was subsequently poured into water, adjusted to pH 8 using potassium carbonate, extracted with methylene chloride and the organic phase was dried and concentrated to give the title product as a colourless oil which was reacted further without any purification. The reactants are CC(C)C[Al+]CC(C)C, COC(=O)c1ccc2c(c1)C=CC(=CCl)CO2, ClCCl, [H-], [H-], [Li+]. Yields the product OCc1ccc2c(c1)C=CC(=CCl)CO2. As a reaction SMILES: [CH2:2]([Al+:3][CH2:4][CH:5]([CH3:6])[CH3:7])[CH:8]([CH3:9])[CH3:10].[Cl:13][CH:14]=[C:15]1[CH2:16][O:17][c:18]2[c:19]([cH:22][c:23]([C:26](=[O:27])[O:28][CH3:29])[cH:24][cH:25]2)[CH:20]=[CH:21]1.[Cl:30][CH2:31][Cl:32].[H-:12].[H-:1].[Li+:11]>>[Cl:13][CH:14]=[C:15]1[CH2:16][O:17][c:18]2[c:19]([cH:22][c:23]([CH2:26][OH:27])[cH:24][cH:25]2)[CH:20]=[CH:21]1.